describe an organic reaction: reactants, conditions, products, and yield From a dataset of the Open Reaction Database (ORD), a public repository of structured organic reaction records. Reactants: CC(=O)C (acetone), C(C)OC(=O)C1CCC2CCC(N12)=O (hexahydro-5-oxo-1H-pyrrolizine 3-carboxylic acid ethyl ester), [OH-].[Na+] (sodium hydroxide). Solvent: C(C)O (ethanol). Reaction conditions: time 72 hour. The product is O=C1N2C(CCC2CC1)C(=O)O (hexahydro-5-oxo-1H-pyrrolizine 3-carboxylic acid). RXN SMILES: C([O:3][C:4]([CH:6]1[N:13]2[CH:9]([CH2:10][CH2:11][C:12]2=[O:14])[CH2:8][CH2:7]1)=[O:5])C.[OH-].[Na+].CC(C)=O>C(O)C>[O:14]=[C:12]1[CH2:11][CH2:10][CH:9]2[N:13]1[CH:6]([C:4]([OH:5])=[O:3])[CH2:7][CH2:8]2 |f:1.2|. Procedure: A solution of hexahydro-5-oxo-1H-pyrrolizine 3-carboxylic acid ethyl ester (12.6 g, 0.064 mol) in ethanol (35 ml) is treated with a 2N sodium hydroxide solution (35 ml, 0.07 mol) with stirring for 72 hours. The solution is concentrated at reduced pressure and treated with concentrated hydrochloric acid (6 ml) dropwise. The solution is extracted with dichloromethane. The extracts are dried (MgSO4), filtered, and concentrated to yield an oil. Trituration of the oil with acetone yields hexahydro-5-...